Dataset: the Open Reaction Database (ORD), a public repository of structured organic reaction records. Task: describe an organic reaction: reactants, conditions, products, and yield Reaction SMILES: [NH2:1][C:2]1[CH:7]=[CH:6][CH:5]=[CH:4][C:3]=1[C:8]1[CH:13]=[CH:12][C:11](Br)=[CH:10][CH:9]=1.[CH3:15][Si:16]([C:19]#[CH:20])([CH3:18])[CH3:17]>N1CCCCC1.O.[Cu]I.C1(P([Pd](Cl)(Cl)P(C2C=CC=CC=2)(C2C=CC=CC=2)C2C=CC=CC=2)(C2C=CC=CC=2)C2C=CC=CC=2)C=CC=CC=1>[NH2:1][C:2]1[CH:7]=[CH:6][CH:5]=[CH:4][C:3]=1[C:8]1[CH:13]=[CH:12][C:11]([C:20]#[C:19][Si:16]([CH3:18])([CH3:17])[CH3:15])=[CH:10][CH:9]=1. The reagents and catalysts are [Cu]I (CuI), C1(=CC=CC=C1)P(C1=CC=CC=C1)(C1=CC=CC=C1)[Pd](P(C1=CC=CC=C1)(C1=CC=CC=C1)C1=CC=CC=C1)(Cl)Cl (bis(triphenylphosphino)palladium dichloride). Procedure: To 2.5 g 2-amino-4′-bromo-biphenyl (WO0264562) in piperidine (25 ml) under nitrogen were added in sequence CuI (0.1 g), bis(triphenylphosphino)palladium dichloride (0.35 g) and trimethylsilylacetylene (2.8 ml). The mixture was stirred for 22 hours at room temperature and for a further 26 hours at 60° C. After cooling the reaction mixture was diluted with water and extracted with ethylacetate. Then the organic phase was washed with water and dried over sodium sulfate. After evaporation of the sol... Reaction conditions: temperature 60 celsius, time 26 hour. The solvent is N1CCCCC1 (piperidine), O (water). The product is NC1=C(C=CC=C1)C1=CC=C(C=C1)C#C[Si](C)(C)C (2- amino-4′-(trimethylsilyl)ethinyl-biphenyl). Reactants: NC1=C(C=CC=C1)C1=CC=C(C=C1)Br (2-amino-4′-bromo-biphenyl), C[Si](C)(C)C#C (trimethylsilylacetylene). The reactants are C1COCCN1, COC(=O)c1nc(CI)n(-c2ccc(Cl)cc2C(=O)c2ccccc2Cl)n1, CO. The product is COC(=O)c1nc(CN2CCOCC2)n(-c2ccc(Cl)cc2C(=O)c2ccccc2Cl)n1. Reaction SMILES: [CH2:28]1[CH2:29][O:30][CH2:31][CH2:32][NH:33]1.[CH3:1][O:2][C:3](=[O:4])[c:5]1[n:6][n:7](-[c:12]2[c:13]([C:19]([c:20]3[c:21]([Cl:26])[cH:22][cH:23][cH:24][cH:25]3)=[O:27])[cH:14][c:15]([Cl:18])[cH:16][cH:17]2)[c:8]([CH2:10][I:11])[n:9]1.[CH3:34][OH:35]>>[CH3:1][O:2][C:3](=[O:4])[c:5]1[n:6][n:7](-[c:12]2[c:13]([C:19]([c:20]3[c:21]([Cl:26])[cH:22][cH:23][cH:24][cH:25]3)=[O:27])[cH:14][c:15]([Cl:18])[cH:16][cH:17]2)[c:8]([CH2:10][N:33]2[CH2:28][CH2:29][O:30][CH2:31][CH2:32]2)[n:9]1. The reactants are FC(C1=NC(=NC=C1)NC1=CC(=CC(=C1)C=1C=NN(C1)C(C)C(=C)C)C)F (4-(difluoromethyl)-N-(3-methyl-5-(1-(3-methylbut-3-en-2-yl)-1H-pyrazol-4-yl)phenyl)pyrimidin-2-amine), C[N+]1(CCOCC1)[O-] (N-methylmorpholine N-oxide), C1CCOC1 (THF), O (water). Reagents/catalysts: [Os](=O)(=O)(=O)=O (Osmium tetroxide). The solvent is [Cl-].[Na+].O (brine). Run at time 3 hour. The product is FC(C1=NC(=NC=C1)NC=1C=C(C=C(C1)C)C=1C=NN(C1)C(C(CO)(O)C)C)F (racemic 3-(4-(3-((4-(difluoromethyl)pyrimidin-2-yl)amino)-5-methylphenyl)-1H-pyrazol-1-yl)-2-methylbutane-1,2-diol). RXN SMILES: [F:1][CH:2]([F:27])[C:3]1[CH:8]=[CH:7][N:6]=[C:5]([NH:9][C:10]2[CH:15]=[C:14]([C:16]3[CH:17]=[N:18][N:19]([CH:21]([C:23]([CH3:25])=[CH2:24])[CH3:22])[CH:20]=3)[CH:13]=[C:12]([CH3:26])[CH:11]=2)[N:4]=1.C[N+]1([O-])CC[O:32]CC1.C1COCC1.[OH2:41]>[Cl-].[Na+].O.[Os](=O)(=O)(=O)=O>[F:27][CH:2]([F:1])[C:3]1[CH:8]=[CH:7][N:6]=[C:5]([NH:9][C:10]2[CH:15]=[C:14]([C:16]3[CH:17]=[N:18][N:19]([CH:21]([CH3:22])[C:23]([CH3:25])([OH:32])[CH2:24][OH:41])[CH:20]=3)[CH:13]=[C:12]([CH3:26])[CH:11]=2)[N:4]=1 |f:4.5.6|. Procedure: Osmium tetroxide (4% solution in water, 1.06 ml, 0.14 mmol) was added to a flask containing 4-(difluoromethyl)-N-(3-methyl-5-(1-(3-methylbut-3-en-2-yl)-1H-pyrazol-4-yl)phenyl)pyrimidin-2-amine (200 mg, 0.54 mmol), N-methylmorpholine N-oxide (127 mg, 1.08 mmol), THF (2.5 ml) and water (1.25 ml) was. The reaction mixture was allowed to stir at room temperature for 3 hrs. The reaction was diluted with brine and reaction product extracted with ethyl acetate (2×20 mL), dried over anhydrous sodium sul... Reaction SMILES: [Br:10][CH2:11][CH2:12][CH2:13][CH2:14][c:15]1[cH:16][cH:17][c:18]([CH2:21][CH2:22][CH2:23][CH2:24][Br:25])[cH:19][cH:20]1.[OH:1][N+:2]([O-:3])=[O:4].[S:5](=[O:6])(=[O:7])([OH:8])[OH:9]>>[O-:1][N+:2](=[O:4])[c:20]1[c:15]([CH2:14][CH2:13][CH2:12][CH2:11][Br:10])[cH:16][cH:17][c:18]([CH2:21][CH2:22][CH2:23][CH2:24][Br:25])[cH:19]1. Yields the product O=[N+]([O-])c1cc(CCCCBr)ccc1CCCCBr. Reactants: BrCCCCc1ccc(CCCCBr)cc1, O=[N+]([O-])O, O=S(=O)(O)O. Reactants: ClC1=C(C(=NC=C1)C(=COC)C1CC1)OC(F)F (2-(4-chloro-3-difluoromethoxy-2-pyridyl)-2-cyclopropyl-1-methoxyethene). Reaction SMILES: [Cl:1][C:2]1[CH:7]=[CH:6][N:5]=[C:4]([C:8]([CH:12]2[CH2:14][CH2:13]2)=[CH:9][O:10]C)[C:3]=1[O:15][CH:16]([F:18])[F:17]>C1COCC1.S(=O)(=O)(O)O>[Cl:1][C:2]1[CH:7]=[CH:6][N:5]=[C:4]([CH:8]([CH:12]2[CH2:13][CH2:14]2)[CH:9]=[O:10])[C:3]=1[O:15][CH:16]([F:18])[F:17]. Solvent: C1CCOC1 (THF), S(O)(O)(=O)=O (sulfuric acid). Procedure details: 6.00 g of 2-(4-chloro-3-difluoromethoxy-2-pyridyl)-2-cyclopropyl-1-methoxyethene (XI) was dissolved in 60 ml of THF, to which 40 ml of dilute sulfuric acid was added, and the resulting mixture was concentrated at 50° C. under reduced pressure. The resulting mixture was poured into water and neutralized with saturated sodium bicarbonate solution, and thereafter, extracted with chloroform. The resulting organic layer was washed with saturated salt water, and thereafter, dried over anhydrous sodium... Yield: 79.2%. The product is ClC1=C(C(=NC=C1)C(C=O)C1CC1)OC(F)F (2-(4-chloro-3-difluoromethoxy-2-pyridyl)-2-cyclopropylethanal). Reactants: C(C=1C(S)=CC=CC1)(=O)OC (methyl thiosalicylate), ICCCCC (1-iodopentane), C([O-])([O-])=O.[K+].[K+] (potassium carbonate), C(C)(=O)OCC (Ethyl acetate). Solvent: CN(C=O)C (N,N-dimethylformamide). Conditions: temperature 80 celsius, time 5 hour. Yields the product C(CCCC)C1=C(C(=S)OC)C=CC=C1 (methyl 2-pentylthiobenzoate). As a reaction SMILES: C(OC)(=O)[C:2]1[C:3](=C[CH:6]=[CH:7][CH:8]=1)[SH:4].I[CH2:13][CH2:14][CH2:15][CH2:16][CH3:17].[C:18](=[O:21])([O-])[O-].[K+].[K+].C(O[CH2:28][CH3:29])(=O)C>CN(C)C=O>[CH2:13]([C:29]1[CH:28]=[CH:6][CH:7]=[CH:8][C:2]=1[C:3]([O:21][CH3:18])=[S:4])[CH2:14][CH2:15][CH2:16][CH3:17] |f:2.3.4|. Procedure: To a solution of methyl thiosalicylate (1.063 g, 6.32 mmol) in N,N-dimethylformamide (10 ml) were added 1-iodopentane (0.87 ml, 6.57 mmol) and potassium carbonate (0.997 g, 7.22 mmol), and the mixture was stirred at 80° C. for 5 hr. Ethyl acetate was added to the reaction mixture, the mixture was washed with water, and the organic layer was dried over sodium sulfate. The solvent was evaporated under reduced pressure, and the obtained residue was purified by silica gel column chromatography (hexa... Reactants: C1CCOC1, Nc1ccc(Sc2ccc3ccccc3c2)c(Cl)c1, O=S(=O)(Cl)c1c(Cl)nc2sccn12, c1ccncc1. The product is O=S(=O)(Nc1ccc(Sc2ccc3ccccc3c2)c(Cl)c1)c1c(Cl)nc2sccn12. As a reaction SMILES: [CH2:39]1[O:40][CH2:41][CH2:42][CH2:43]1.[Cl:1][c:2]1[cH:3][c:4]([NH2:19])[cH:5][cH:6][c:7]1[S:8][c:9]1[cH:10][c:11]2[cH:12][cH:13][cH:14][cH:15][c:16]2[cH:17][cH:18]1.[Cl:26][c:27]1[n:28][c:29]2[s:30][cH:31][cH:32][n:33]2[c:34]1[S:35](=[O:36])(=[O:37])[Cl:38].[cH:20]1[cH:21][cH:22][n:23][cH:24][cH:25]1>>[Cl:1][c:2]1[cH:3][c:4]([NH:19][S:35]([c:34]2[c:27]([Cl:26])[n:28][c:29]3[s:30][cH:31][cH:32][n:33]32)(=[O:36])=[O:37])[cH:5][cH:6][c:7]1[S:8][c:9]1[cH:10][c:11]2[cH:12][cH:13][cH:14][cH:15][c:16]2[cH:17][cH:18]1.